This data is from the Open Reaction Database (ORD), a public repository of structured organic reaction records. The task is: describe an organic reaction: reactants, conditions, products, and yield Reactants: ClC1=NC=C(C=C1)CN1CC(C1)OC (2-chloro-5-((3-methoxyazetidin-1-yl)methyl)pyridine), C1(=C(C=CC=C1)P(C1CCCCC1)C1CCCCC1)C1=CC=CC=C1 (biphenyl-2-yldicyclohexylphosphine), solution, Cl (HCl), C[Si](C)(C)[N-][Si](C)(C)C.[Li+] (lithium bis(trimethylsilyl)amide). Reagents/catalysts: C=1C=CC(=CC1)/C=C/C(=O)/C=C/C2=CC=CC=C2.C=1C=CC(=CC1)/C=C/C(=O)/C=C/C2=CC=CC=C2.C=1C=CC(=CC1)/C=C/C(=O)/C=C/C2=CC=CC=C2.[Pd].[Pd] (tris(dibenzylideneacetone)dipalladium(0)). The solvent is CO (MeOH), C1(=CC=CC=C1)C (toluene), CO (MeOH), CCN(CC)CC (Et3N), C(Cl)Cl (CH2Cl2), C1CCOC1 (THF). Run at time 8 hour. Yields the product COC1CN(C1)CC=1C=CC(=NC1)N (5-(3-Methoxy-azetidin-1-ylmethyl)-pyridin-2-ylamine). RXN SMILES: Cl[C:2]1[CH:7]=[CH:6][C:5]([CH2:8][N:9]2[CH2:12][CH:11]([O:13][CH3:14])[CH2:10]2)=[CH:4][N:3]=1.C1(C2C=CC=CC=2)C=CC=CC=1P(C1CCCCC1)C1CCCCC1.C[Si]([N-:44][Si](C)(C)C)(C)C.[Li+].Cl>C1COCC1.C(Cl)Cl.C1C=CC(/C=C/C(/C=C/C2C=CC=CC=2)=O)=CC=1.C1C=CC(/C=C/C(/C=C/C2C=CC=CC=2)=O)=CC=1.C1C=CC(/C=C/C(/C=C/C2C=CC=CC=2)=O)=CC=1.[Pd].[Pd].CCN(CC)CC.CO.C1(C)C=CC=CC=1>[CH3:14][O:13][CH:11]1[CH2:12][N:9]([CH2:8][C:5]2[CH:6]=[CH:7][C:2]([NH2:44])=[N:3][CH:4]=2)[CH2:10]1 |f:2.3,7.8.9.10.11|. Procedure details: To a round bottomed flask charged with 2-chloro-5-((3-methoxyazetidin-1-yl)methyl)pyridine (11.5 g, 54.1 mmol, Eq: 1.00), tris(dibenzylideneacetone)dipalladium(0) (1.24 g, 1.35 mmol, Eq: 0.025), and biphenyl-2-yldicyclohexylphosphine (948 mg, 2.7 mmol, Eq: 0.05) was added toluene (150 ml) followed immediately by lithium bis(trimethylsilyl)amide (81.1 ml, 81.1 mmol, Eq: 1.5) as a 1.0 M solution in THF. Brought quickly to reflux and stirred overnight under Argon. Next day, the reaction was checked...